From a dataset of the Open Reaction Database (ORD), a public repository of structured organic reaction records. describe an organic reaction: reactants, conditions, products, and yield Reactants: C(C)(=O)OCC(=O)NC=1SC2=C(N1)C(=CC=C2)OC (2-(Acetoxyacetylamino)-4-methoxybenzothiazole), N (ammonia). Solvent: CO (methanol). Run at time 1 hour. Yields the product OCC(=O)NC=1SC2=C(N1)C(=CC=C2)OC (2-(hydroxyacetylamino)-4-methoxybenzothiazole). Isolated yield 82.4%. Reaction SMILES: C([O:4][CH2:5][C:6]([NH:8][C:9]1[S:10][C:11]2[CH:17]=[CH:16][CH:15]=[C:14]([O:18][CH3:19])[C:12]=2[N:13]=1)=[O:7])(=O)C.N>CO>[OH:4][CH2:5][C:6]([NH:8][C:9]1[S:10][C:11]2[CH:17]=[CH:16][CH:15]=[C:14]([O:18][CH3:19])[C:12]=2[N:13]=1)=[O:7]. Reported procedure: 2-(Acetoxyacetylamino)-4-methoxybenzothiazole (1.0 g) prepared in Example 4 is dissolved in methanol (40 ml) and thereto is added 28% aqueous ammonia (4 ml) and the mixture is stirred at room temperature for 1 hour. The solvent is distilled off and the resulting solids are washed with water, dried and recrystallized from ethanol to give the title compound (0.7 g) having the following physical properties.